Dataset: the Open Reaction Database (ORD), a public repository of structured organic reaction records. Task: describe an organic reaction: reactants, conditions, products, and yield Reactants: COC1=C(C(=O)Cl)C(=CC=C1)OC (2,6-dimethoxybenzoyl chloride), COP1OC2=C(C3=C1C=CC=C3)C=CC=C2 (6-methoxy-(6H)-dibenz[c,e][1,2]oxaphosphorin). Solvent: C1(=CC=CC=C1)C (toluene). Conditions: temperature 125 celsius. Product: COC1=C(C(=O)P2(OC3=C(C4=C2C=CC=C4)C=CC=C3)=O)C(=CC=C1)OC (6-(2,6-Dimethoxybenzoyl)-(6H)-dibenz[c,e][1,2]oxaphosphorin 6-oxide). As a reaction SMILES: [CH3:1][O:2][C:3]1[CH:11]=[CH:10][CH:9]=[C:8]([O:12][CH3:13])[C:4]=1[C:5](Cl)=[O:6].C[O:15][P:16]1[C:21]2[CH:22]=[CH:23][CH:24]=[CH:25][C:20]=2[C:19]2[CH:26]=[CH:27][CH:28]=[CH:29][C:18]=2[O:17]1>C1(C)C=CC=CC=1>[CH3:1][O:2][C:3]1[CH:11]=[CH:10][CH:9]=[C:8]([O:12][CH3:13])[C:4]=1[C:5]([P:16]1(=[O:15])[C:21]2[CH:22]=[CH:23][CH:24]=[CH:25][C:20]=2[C:19]2[CH:26]=[CH:27][CH:28]=[CH:29][C:18]=2[O:17]1)=[O:6]. Procedure: 60.1 g (0.3 mol) of 2,6-dimethoxybenzoyl chloride were warmed to 85° C. under a nitrogen atmosphere. 69 g (0.3 mol) of 6-methoxy-(6H)-dibenz[c,e][1,2]oxaphosphorin were added dropwise while stirring. The temperature was then slowly increased to 125° C. When the reaction was complete and after cooling, 150 ml of toluene were added. After crystallization, 99 g (87% of theory) of the abovementioned compound of melting point 96° to 98° C. were obtained. Reactants: C(C)OC=1C(=C(C=CC1)O)F (3-ethoxy-2-fluoro-phenol), C(C)OC(C#CC)=O (ethyl-2-butynoate), N12CCCCCC2=NCCC1 (1,8-diazabicyclo[5.4.0]undec-7-ene). Run in O1CCCC1 (tetrahydrofuran), O1CCCC1 (tetrahydrofuran). The product is C(C)OC(\C=C(/C)\OC1=C(C(=CC=C1)OCC)F)=O ((E)-3-(3-ethoxy-2-fluoro-phenoxy)-but-2-enoic acid ethyl ester), oil. Yield: 58.0%. As a reaction SMILES: [CH2:1]([O:3][C:4]1[C:5]([F:11])=[C:6]([OH:10])[CH:7]=[CH:8][CH:9]=1)[CH3:2].[CH2:12]([O:14][C:15](=[O:19])[C:16]#[C:17][CH3:18])[CH3:13].N12CCCN=C1CCCCC2>O1CCCC1>[CH2:12]([O:14][C:15](=[O:19])/[CH:16]=[C:17](/[O:10][C:6]1[CH:7]=[CH:8][CH:9]=[C:4]([O:3][CH2:1][CH3:2])[C:5]=1[F:11])\[CH3:18])[CH3:13]. Procedure details: To a stirred mixture of 3-ethoxy-2-fluoro-phenol (6.00 g, 0.038 mol) and ethyl-2-butynoate (8.60 g, 0.077 mol) in tetrahydrofuran (50 mL) was added 1,8-diazabicyclo[5.4.0]undec-7-ene (5.80 g, 0.038 mol) slowly. After addition was complete the mixture was stirred at reflux for 7 h. Upon completion of the reaction the tetrahydrofuran was removed in vacuo and the residue was diluted in diethyl ether and washed first with 1N aqueous hydrochloric acid, then 10% aqueous sodium hydroxide solution, a sa... Starting materials: C#CCN(Cc1ccc2nc(C)n(COC(=O)C(C)(C)C)c(=O)c2c1)c1ccc(C(=O)NC(C)(C#N)Cc2ccccc2)cc1, CO, N. The product is C#CCN(Cc1ccc2nc(C)[nH]c(=O)c2c1)c1ccc(C(=O)NC(C)(C#N)Cc2ccccc2)cc1. Reaction SMILES: [C:1](#[N:2])[C:3]([CH2:4][c:5]1[cH:6][cH:7][cH:8][cH:9][cH:10]1)([CH3:11])[NH:12][C:13]([c:14]1[cH:15][cH:16][c:17]([N:20]([CH2:21][C:22]#[CH:23])[CH2:24][c:25]2[cH:26][c:27]3[c:28](=[O:44])[n:29]([CH2:36][O:37][C:38](=[O:39])[C:40]([CH3:41])([CH3:42])[CH3:43])[c:30]([CH3:35])[n:31][c:32]3[cH:33][cH:34]2)[cH:18][cH:19]1)=[O:45].[CH3:47][OH:48].[NH3:46]>>[C:1](#[N:2])[C:3]([CH2:4][c:5]1[cH:6][cH:7][cH:8][cH:9][cH:10]1)([CH3:11])[NH:12][C:13]([c:14]1[cH:15][cH:16][c:17]([N:20]([CH2:21][C:22]#[CH:23])[CH2:24][c:25]2[cH:26][c:27]3[c:28](=[O:44])[nH:29][c:30]([CH3:35])[n:31][c:32]3[cH:33][cH:34]2)[cH:18][cH:19]1)=[O:45]. The reactants are CCCCCCCCCCCCCCOc1cccc(CC(=O)O)c1, ClCCl, CN(C)C=O, O=C(Cl)C(=O)Cl. Product: CCCCCCCCCCCCCCOc1cccc(CC(=O)Cl)c1. RXN SMILES: [CH2:1]([CH2:2][CH2:3][CH2:4][CH2:5][CH2:6][CH2:7][CH2:8][CH2:9][CH2:10][CH2:11][CH2:12][CH2:13][CH3:14])[O:15][c:16]1[cH:17][c:18]([CH2:22][C:23](=[O:24])[OH:25])[cH:19][cH:20][cH:21]1.[CH2:37]([Cl:38])[Cl:39].[CH3:32][N:33]([CH3:34])[CH:35]=[O:36].[Cl:26][C:27]([C:28]([Cl:29])=[O:30])=[O:31]>>[CH2:1]([CH2:2][CH2:3][CH2:4][CH2:5][CH2:6][CH2:7][CH2:8][CH2:9][CH2:10][CH2:11][CH2:12][CH2:13][CH3:14])[O:15][c:16]1[cH:17][c:18]([CH2:22][C:23](=[O:25])[Cl:26])[cH:19][cH:20][cH:21]1. Starting materials: ClC1=C(C(=NN1CC=C)C)C(=O)OCC (ethyl 5-chloro-3-methyl-1-(2-propenyl)-1H-pyrazole-4-carboxylate), [OH-].[Na+] (sodium hydroxide). The solvent is O1CCCC1.O.CO (tetrahydrofuran water methanol). Reaction conditions: temperature 65 celsius. The product is ClC1=C(C(=NN1CC=C)C)C(=O)O (5-chloro-3-methyl-1-(2-propenyl)-1H-pyrazole-4-carboxylic acid). Isolated yield 94.1%. As a reaction SMILES: [Cl:1][C:2]1[N:6]([CH2:7][CH:8]=[CH2:9])[N:5]=[C:4]([CH3:10])[C:3]=1[C:11]([O:13]CC)=[O:12].[OH-].[Na+]>O1CCCC1.O.CO>[Cl:1][C:2]1[N:6]([CH2:7][CH:8]=[CH2:9])[N:5]=[C:4]([CH3:10])[C:3]=1[C:11]([OH:13])=[O:12] |f:1.2,3.4.5|. Procedure details: To a solution of 5.0 g (0.0249 mole) of ethyl 5-chloro-3-methyl-1-(2-propenyl)-1H-pyrazole-4-carboxylate (XVI) in 40 mL of tetrahydrofuran-water-methanol (3:1:1) was added 5 mL of 10 M sodium hydroxide solution. The mixture was heated at 65° C. for 4 hours and then concentrated to a smaller volume under reduced pressure. The pH was adjusted to 1-2 by the addition of hydrochloric acid. The product was collected by filtration, washed with water and dried to yield 4.7 g of 5-chloro-3-methyl-1-(2-pr... The reactants are [N+](=O)([O-])C1=C(C(=C(C(=C1O)[N+](=O)[O-])O)[N+](=O)[O-])O (trinitrophloroglucinol), N(=O)C1=C(C(=C(C(=C1O)N=O)O)N=O)O (trinitrosophloroglucinol). Product: [N+](=O)([O-])C1=C(C(=C(C(=C1O)[N+](=O)[O-])O)[N+](=O)[O-])O (trinitrophloroglucinol), [N+](=O)(O)[O-] (nitric acid). RXN SMILES: [N+:1]([C:4]1[C:9]([OH:10])=[C:8]([N+:11]([O-:13])=[O:12])[C:7]([OH:14])=[C:6]([N+:15]([O-:17])=[O:16])[C:5]=1[OH:18])([O-:3])=[O:2].N(C1C(O)=C(N=O)C(O)=C(N=O)C=1O)=[O:20]>>[N+:1]([C:4]1[C:9]([OH:10])=[C:8]([N+:11]([O-:13])=[O:12])[C:7]([OH:14])=[C:6]([N+:15]([O-:17])=[O:16])[C:5]=1[OH:18])([O-:3])=[O:2].[N+:15]([O-:17])([OH:20])=[O:16]. Procedure: A process for the production of trinitrophloroglucinol comprising adding a liquid suspension containing from about 4 to about 20 percent weight/volume of trinitrosophloroglucinol over a period of time sufficient to form trinitrophloroglucinol to a nitric acid solution containing between 45 and 100 percent by weight of nitric acid, said solution being maintained at a temperature in the range from about 45° to 100°C.